From a dataset of the Open Reaction Database (ORD), a public repository of structured organic reaction records. describe an organic reaction: reactants, conditions, products, and yield The reactants are CCO, Cl, Cl, NO, CCCCCCCCCCCCCCCC(=O)C(C)N. Product: CCCCCCCCCCCCCCCC(=NO)C(C)N. Reaction SMILES: [CH3:25][CH2:26][OH:27].[ClH:1].[ClH:24].[NH2:22][OH:23].[NH2:2][CH:3]([CH3:4])[C:5]([CH2:6][CH2:7][CH2:8][CH2:9][CH2:10][CH2:11][CH2:12][CH2:13][CH2:14][CH2:15][CH2:16][CH2:17][CH2:18][CH2:19][CH3:20])=[O:21]>>[NH2:2][CH:3]([CH3:4])[C:5]([CH2:6][CH2:7][CH2:8][CH2:9][CH2:10][CH2:11][CH2:12][CH2:13][CH2:14][CH2:15][CH2:16][CH2:17][CH2:18][CH2:19][CH3:20])=[N:22][OH:23]. The reactants are C(#N)CC(=O)NC1=CC=C(C=C1)CCCC1=CC=C(C(=O)OC)C=C1 (methyl 4-(3-{4-[(cyanoacetyl)amino]phenyl}propyl)benzoate), C1(CCCCC1)=O (cyclohexanone), N1CCOCC1 (morpholine). Solvent: C1(=CC=CC=C1)C (toluene). Conditions: time 8 hour. Yields the product C(#N)C(C(=O)NC1=CC=C(C=C1)CCCC1=CC=C(C(=O)OC)C=C1)=C1CCCCC1 (methyl 4-[3-(4-{[cyano(cyclohexylidene)acetyl]amino}phenyl)propyl]benzoate), crude product. Reaction SMILES: [C:1]([CH2:3][C:4]([NH:6][C:7]1[CH:12]=[CH:11][C:10]([CH2:13][CH2:14][CH2:15][C:16]2[CH:25]=[CH:24][C:19]([C:20]([O:22][CH3:23])=[O:21])=[CH:18][CH:17]=2)=[CH:9][CH:8]=1)=[O:5])#[N:2].[C:26]1(=O)[CH2:31][CH2:30][CH2:29][CH2:28][CH2:27]1.N1CCOCC1>C1(C)C=CC=CC=1>[C:1]([C:3](=[C:26]1[CH2:31][CH2:30][CH2:29][CH2:28][CH2:27]1)[C:4]([NH:6][C:7]1[CH:8]=[CH:9][C:10]([CH2:13][CH2:14][CH2:15][C:16]2[CH:17]=[CH:18][C:19]([C:20]([O:22][CH3:23])=[O:21])=[CH:24][CH:25]=2)=[CH:11][CH:12]=1)=[O:5])#[N:2]. Reported procedure: To a mixture of 19.3 g of methyl 4-(3-{4-[(cyanoacetyl)amino]phenyl}propyl)benzoate, 18 mL of cyclohexanone, and 100 mL of toluene was added dropwise 5.0 mL of morpholine at room temperature. In a reaction device in which a Dean-Stark type dehydration tube was installed, the reaction mixture was stirred for 8 hours under heating and refluxing. The reaction mixture was cooled to room temperature and then concentrated under reduced pressure. The obtained residue was purified by silica gel column c... Reactants: ClC1=C(C=CC=C1)C1=NCC(NC2=C1C=C(C(=C2)OCC)F)=S (5-(2-chlorophenyl)-1,3-dihydro-8-ethoxy-7-fluoro-2H-1,4-benzodiazepin-2-thione), COC(C)(N(C)C)OC (1,1-dimethoxy-N,N-dimethyl-ethanamine), NN (hydrazine). Product: ClC1=C(C=CC=C1)C1=NC=2C(=NC3=C1C=C(C(=C3)OCC)F)NNC2C (5-(2-chlorophenyl)-1,2-dihydro-7-fluoro-8-ethoxy-3-methyl-pyrazolo[3,4-b][1,4]benzodiazepine). As a reaction SMILES: [Cl:1][C:2]1[CH:7]=[CH:6][CH:5]=[CH:4][C:3]=1[C:8]1[C:14]2[CH:15]=[C:16]([F:22])[C:17]([O:19][CH2:20][CH3:21])=[CH:18][C:13]=2[NH:12][C:11](=S)[CH2:10][N:9]=1.CO[C:26](OC)([N:28](C)C)[CH3:27].[NH2:33]N>>[Cl:1][C:2]1[CH:7]=[CH:6][CH:5]=[CH:4][C:3]=1[C:8]1[C:14]2[CH:15]=[C:16]([F:22])[C:17]([O:19][CH2:20][CH3:21])=[CH:18][C:13]=2[N:12]=[C:11]2[NH:33][NH:28][C:26]([CH3:27])=[C:10]2[N:9]=1. Procedure details: 5-(2-chlorophenyl)-1,2-dihydro-7-fluoro-8-ethoxy-3-methyl-pyrazolo[3,4-b][1,4]benzodiazepine (IVg) was prepared by reacting 0.0016 moles of 5-(2-chlorophenyl)-1,3-dihydro-8-ethoxy-7-fluoro-2H-1,4-benzodiazepin-2-thione (IIg) with 1,1-dimethoxy-N,N-dimethyl-ethanamine and then hydrazine in a manner analogous to Example 55. MH+/Z=371. Starting materials: O=Cc1ccc(F)c(Br)c1, CCOC(=O)CCCOC(C)=O, CCO, Cn1oc(=O)cc1N. Product: CCOC(=O)C1=C(COC(C)=O)Nc2c(c(=O)on2C)C1c1ccc(F)c(Br)c1. RXN SMILES: [Br:21][c:22]1[cH:23][c:24]([CH:25]=[O:26])[cH:27][cH:28][c:29]1[F:30].[C:9]([CH3:10])(=[O:11])[O:12][CH2:13][CH2:14][CH2:15][C:16](=[O:17])[O:18][CH2:19][CH3:20].[CH2:31]([OH:32])[CH3:33].[NH2:1][c:2]1[n:3]([CH3:8])[o:4][c:5](=[O:7])[cH:6]1>>[NH:1]1[c:2]2[n:3]([CH3:8])[o:4][c:5](=[O:7])[c:6]2[CH:25]([c:24]2[cH:23][c:22]([Br:21])[c:29]([F:30])[cH:28][cH:27]2)[C:15]([C:16](=[O:17])[O:18][CH2:19][CH3:20])=[C:14]1[CH2:13][O:12][C:9]([CH3:10])=[O:11]. Starting materials: CC=1C(=NC=CC1)C=O (3-methyl-2-pyridinecarboxaldehyde), CC(C)(C)[S@](=O)N ((S)-2-methylpropane-2-sulfinamide). The reagents and catalysts are S(=O)(=O)([O-])[O-].[Cu+2] (copper(II) sulfate). Solvent: C(Cl)Cl (DCM). Run at time 17 hour. Yields the product CC(C)(C)[S@](=O)/N=C/C1=NC=CC=C1C ((S,E)-2-methyl-N-((3-methylpyridin-2-yl)methylene)propane-2-sulfinamide). RXN SMILES: [CH3:1][C:2]1[C:3]([CH:8]=O)=[N:4][CH:5]=[CH:6][CH:7]=1.[CH3:10][C:11]([S@@:14]([NH2:16])=[O:15])([CH3:13])[CH3:12]>C(Cl)Cl.S([O-])([O-])(=O)=O.[Cu+2]>[CH3:10][C:11]([S@@:14](/[N:16]=[CH:8]/[C:3]1[C:2]([CH3:1])=[CH:7][CH:6]=[CH:5][N:4]=1)=[O:15])([CH3:13])[CH3:12] |f:3.4|. Reported procedure: To a solution of 3-methyl-2-pyridinecarboxaldehyde (3.243 g, 26.8 mmol) in DCM (18 mL) was added (S)-2-methylpropane-2-sulfinamide (6.55 g, 54.0 mmol) and copper(II) sulfate (8.72 g, 54.6 mmol). The suspension was stirred at rt for 17 hours, filtered, and the solid was washed with DCM (2×35 mL). The filtrates were concentrated, and the resulting product was purified by silica gel flash column chromatography (using a 80G ISCO cartridge) and eluted using DCM/MeOH gradient to yield the desired prod... RXN SMILES: [Al+3:2].[CH3:23][CH2:24][O:25][CH2:26][CH3:27].[H-:1].[H-:4].[H-:5].[H-:6].[Li+:3].[cH:7]1[cH:8][cH:9][cH:10][c:11]2[c:12]1[C:13](=[O:22])[NH:14][c:15]1[c:16]([cH:18][cH:19][cH:20][cH:21]1)[O:17]2>>[cH:7]1[cH:8][cH:9][cH:10][c:11]2[c:12]1[CH2:13][NH:14][c:15]1[c:16]([cH:18][cH:19][cH:20][cH:21]1)[O:17]2. Starting materials: [Al+3], CCOCC, [H-], [H-], [H-], [H-], [Li+], O=C1Nc2ccccc2Oc2ccccc21. Product: c1ccc2c(c1)CNc1ccccc1O2.